Dataset: the Open Reaction Database (ORD), a public repository of structured organic reaction records. Task: describe an organic reaction: reactants, conditions, products, and yield Starting materials: Nc1ncc(Br)cc1-c1nnnn1-c1cccc(F)c1F, CC(C)(C)OC(=O)N1CC=C(B2OC(C)(C)C(C)(C)O2)CCC1, COCCOC, [Na+], O=C([O-])O. The product is CC(C)(C)OC(=O)N1CC=C(c2cnc(N)c(-c3nnnn3-c3cccc(F)c3F)c2)CCC1. As a reaction SMILES: [Br:29][c:30]1[cH:31][c:32](-[c:37]2[n:38][n:39][n:40][n:41]2-[c:42]2[c:43]([F:49])[c:44]([F:48])[cH:45][cH:46][cH:47]2)[c:33]([NH2:36])[n:34][cH:35]1.[CH3:1][C:2]1([CH3:3])[C:4]([CH3:5])([CH3:6])[O:7][B:8]([C:9]2=[CH:15][CH2:14][N:13]([C:16](=[O:17])[O:18][C:19]([CH3:20])([CH3:21])[CH3:22])[CH2:12][CH2:11][CH2:10]2)[O:23]1.[CH3:50][O:51][CH2:52][CH2:53][O:54][CH3:55].[Na+:28].[O-:24][C:25]([OH:26])=[O:27]>>[C:9]1([c:30]2[cH:31][c:32](-[c:37]3[n:38][n:39][n:40][n:41]3-[c:42]3[c:43]([F:49])[c:44]([F:48])[cH:45][cH:46][cH:47]3)[c:33]([NH2:36])[n:34][cH:35]2)=[CH:15][CH2:14][N:13]([C:16](=[O:17])[O:18][C:19]([CH3:20])([CH3:21])[CH3:22])[CH2:12][CH2:11][CH2:10]1. Reactants: BrCCCCCCCCCCS(=O)(=O)Cl (10-bromodecanesulfonyl chloride), C1(CC1)N (cyclopropylamine). The product is C1(CC1)NS(=O)(=O)CCCCCCCCCCBr (N-cyclopropyl-10-bromodecanesulfonamide). Yield: 97.3%. RXN SMILES: [Br:1][CH2:2][CH2:3][CH2:4][CH2:5][CH2:6][CH2:7][CH2:8][CH2:9][CH2:10][CH2:11][S:12](Cl)(=[O:14])=[O:13].[CH:16]1([NH2:19])[CH2:18][CH2:17]1>>[CH:16]1([NH:19][S:12]([CH2:11][CH2:10][CH2:9][CH2:8][CH2:7][CH2:6][CH2:5][CH2:4][CH2:3][CH2:2][Br:1])(=[O:14])=[O:13])[CH2:18][CH2:17]1. Procedure: The reaction was carried out in the same manner as in Preparation Example 3 except for using 10-bromodecanesulfonyl chloride (450 mg, 1.41 mmol) in place of 6-bromohexanesulfonyl chloride, and cyclopropylamine (177 mg, 3.10 mmol), to give N-cyclopropyl-10-bromodecanesulfonamide (467 mg) as colorless crystals. The reactants are CC1(OC(C(O1)=CC(=O)N(CC1=CC=C(C=C1)C(F)(F)F)OC)=O)C (2-(2,2-dimethyl-5-oxo-[1,3]-dioxolan-4-ylidene)-N-methoxy-N-(4-trifluoromethylbenzyl)-acetamide), C=O.CN (paraformaldehyde methylamine), CO (methanol), compound 44. Product: CON(C(=O)C=1CN(C(C1O)=O)C)CC1=CC=C(C=C1)C(F)(F)F (4-Hydroxy-1-methyl-5-oxo-2,5-dihydro-1H-pyrrole-3-carboxylic acid methoxy-(4-trifluoromethyl-benzyl)-amide). Yield: 52.0%. Reaction SMILES: CC1(C)[O:6][C:5](=[CH:7][C:8]([N:10]([O:22][CH3:23])[CH2:11][C:12]2[CH:17]=[CH:16][C:15]([C:18]([F:21])([F:20])[F:19])=[CH:14][CH:13]=2)=[O:9])[C:4](=[O:24])O1.C=O.[CH3:28][NH2:29].[CH3:30]O>>[CH3:23][O:22][N:10]([CH2:11][C:12]1[CH:13]=[CH:14][C:15]([C:18]([F:19])([F:20])[F:21])=[CH:16][CH:17]=1)[C:8]([C:7]1[CH2:28][N:29]([CH3:30])[C:4](=[O:24])[C:5]=1[OH:6])=[O:9] |f:1.2|. Procedure: Reaction of 2-(2,2-dimethyl-5-oxo-[1,3]-dioxolan-4-ylidene)-N-methoxy-N-(4-trifluoromethylbenzyl)-acetamide (0.20 g, 0.56 mmol) with the paraformaldehyde-methylamine adduct in methanol using a procedure similar to the one described in the preparation of compound 44 (method 44B) gave 0.10 g (52% yield) of the title compound as white crystals; mp 145° C. (dec) (ethyl acetate-hexane). 1HNMR 400 MHz (CDCl3) δ (ppm); 3.11 (3H, s, NCH3), 3.75 (3H, s, OCH3), 4.17 (2H, s, NCH2), 4.94 (2H, s, NCH2), 7.45...